Task: describe an organic reaction: reactants, conditions, products, and yield. Dataset: the Open Reaction Database (ORD), a public repository of structured organic reaction records Reactants: 30, NC1=C(C=CC(=C1)Cl)NCCCO (3-[(2-amino-4-chlorophenyl)amino]-1-propanol), C(CC)(=O)O (propanoic acid), Cl (hydrochloric acid), C (charcoal). Run in O (water). Yields the product ClC1=CC2=C(N(C(=N2)CC)CCCO)C=C1 (5-chloro-2-ethyl-1H-benzimidazole-1-propanol). As a reaction SMILES: [NH2:1][C:2]1[CH:7]=[C:6]([Cl:8])[CH:5]=[CH:4][C:3]=1[NH:9][CH2:10][CH2:11][CH2:12][OH:13].[C:14](O)(=O)[CH2:15][CH3:16].Cl.C>O>[Cl:8][C:6]1[CH:5]=[CH:4][C:3]2[N:9]([CH2:10][CH2:11][CH2:12][OH:13])[C:14]([CH2:15][CH3:16])=[N:1][C:2]=2[CH:7]=1. Procedure details: A mixture of 30 parts of 3-[(2-amino-4-chlorophenyl)amino]-1-propanol, 20 parts of propanoic acid and 200 parts of a hydrochloric acid solution 4 N is stirred and refluxed for 3 hours. The reaction mixture is cooled, water and crushed ice are added and the whole is treated with activated charcoal. The latter is filtered off and the filtrate is alkalized with ammonium hydroxide. The product is extracted with methylbenzene. The extract is dried, filtered and evaporated. The residue is crystallized... Conditions: time 2 hour. Solvent: O1CCCC1 (tetrahydrofuran), O (water), O (water), CCOC(=O)C (EtOAc). Procedure details: A solution of 4-bromoaniline (10.0 g, 58.1 mmol) in tetrahydrofuran (230 mL) is treated with sodium bicarbonate (9.77 g, 116.2 mmol) and water (100 mL) followed by isobutyl chloroformate (8.3 mL, 63.9 mmol), and the mixture is stirred at ambient temperature for 2 h. The mixture is then diluted with water (100 mL) and EtOAc (100 mL), the layers are separated, and the organic phase is washed with water (50 mL) and saline (50 mL), dried over anhydrous magnesium sulfate and concentrated under reduce... The product is BrC1=CC=C(C=C1)NC(OCC(C)C)=O (2-methylpropyl 4-bromophenylcarbamate). As a reaction SMILES: [Br:1][C:2]1[CH:8]=[CH:7][C:5]([NH2:6])=[CH:4][CH:3]=1.C(=O)(O)[O-].[Na+].Cl[C:15]([O:17][CH2:18][CH:19]([CH3:21])[CH3:20])=[O:16]>O1CCCC1.O.CCOC(C)=O>[Br:1][C:2]1[CH:8]=[CH:7][C:5]([NH:6][C:15](=[O:16])[O:17][CH2:18][CH:19]([CH3:21])[CH3:20])=[CH:4][CH:3]=1 |f:1.2|. Starting materials: BrC1=CC=C(N)C=C1 (4-bromoaniline), C([O-])(O)=O.[Na+] (sodium bicarbonate), ClC(=O)OCC(C)C (isobutyl chloroformate). Starting materials: COC(=O)C(Br)c1ccc(OC)cc1, CCOC(C)=O, [Cl-], CC(C)(C)OC(=O)n1c(=O)[nH]c2cc(Cl)ccc21, [H-], [NH4+], [Na+], CN(C)C=O. The product is COC(=O)C(c1ccc(OC)cc1)n1c(=O)n(C(=O)OC(C)(C)C)c2ccc(Cl)cc21. As a reaction SMILES: [Br:21][CH:22]([C:23](=[O:24])[O:25][CH3:26])[c:27]1[cH:28][cH:29][c:30]([O:33][CH3:34])[cH:31][cH:32]1.[CH3:42][CH2:43][O:44][C:45](=[O:46])[CH3:47].[Cl-:35].[Cl:1][c:2]1[cH:3][c:4]2[c:5]([n:6]([C:10](=[O:11])[O:12][C:13]([CH3:14])([CH3:15])[CH3:16])[c:7](=[O:9])[nH:8]2)[cH:17][cH:18]1.[H-:19].[NH4+:36].[Na+:20].[O:37]=[CH:38][N:39]([CH3:40])[CH3:41]>>[Cl:1][c:2]1[cH:3][c:4]2[c:5]([n:6]([C:10](=[O:11])[O:12][C:13]([CH3:14])([CH3:15])[CH3:16])[c:7](=[O:9])[n:8]2[CH:22]([C:23](=[O:24])[O:25][CH3:26])[c:27]2[cH:28][cH:29][c:30]([O:33][CH3:34])[cH:31][cH:32]2)[cH:17][cH:18]1.